Dataset: the Open Reaction Database (ORD), a public repository of structured organic reaction records. Task: describe an organic reaction: reactants, conditions, products, and yield The reactants are Cl (hydrochloric acid), C(C)(C)(C)N=C=S (tert-butyl isothiocyanate), [N-]=[N+]=[N-].[Na+] (sodium azide). Run in C(C)O (ethanol), O (water). Run at time 5.5 hour. The product is C(C)(C)(C)N1N=NNC1=S (1-Tert-butyl-2-tetrazoline-5-thione). Isolated yield 30.5%. RXN SMILES: [C:1]([N:5]=[C:6]=[S:7])([CH3:4])([CH3:3])[CH3:2].[N-:8]=[N+:9]=[N-:10].[Na+].Cl>C(O)C.O>[C:1]([N:5]1[C:6](=[S:7])[NH:10][N:9]=[N:8]1)([CH3:4])([CH3:3])[CH3:2] |f:1.2|. Reported procedure: Combined solutions of 50.0 g (0.435 mol) tert-butyl isothiocyanate in 125 ml ethanol and 56.6 g (0.850 mol) sodium azide in 900 ml water were heated under reflux with stirring for 5.5 hours. After cooling, the solution was acidified to pH 1 with hydrochloric acid and extracted with ether. The extracts were washed with water and aqueous saturated sodium chloride solution, dried over magnesium sulfate, and evaporated to yield 21 g of colorless oil which later crystallized. The product of a repeat ... Starting materials: O=C1SC(C(N1)=O)CC1=CC=C(OCC2(OC3=C(C(=C(C(=C3C(C2)O)C)OCC(=O)OCCOC)C)C)C)C=C1 (2-methoxyethyl α-{2-[4-(2,4-dioxothiazolidin-5-ylmethyl)phenoxymethyl]4-hydroxy-2,5,7,8-tetramethylchroman-6-yloxy}acetate), C1(=CC=C(C=C1)S(=O)(=O)O)C (p-toluenesulfonic acid), C1=CC=CC=C1 (benzene). The solvent is O1CCOCC1 (dioxane). Yields the product O=C1SC(C(N1)=O)CC1=CC=C(OCC2(OC3=C(C(=C(C(=C3C=C2)C)OCC(=O)OC)C)C)C)C=C1 (Methyl α-{2-[4-(2,4-dioxothiazolidin-5-ylmethyl)phenoxymethyl]-2,5,7,8-tetramethyl-2H-chromen -6-yloxy}acetate). As a reaction SMILES: [O:1]=[C:2]1[NH:6][C:5](=[O:7])[CH:4]([CH2:8][C:9]2[CH:40]=[CH:39][C:12]([O:13][CH2:14][C:15]3([CH3:38])[CH2:24][CH:23](O)[C:22]4[C:17](=[C:18]([CH3:37])[C:19]([CH3:36])=[C:20]([O:27][CH2:28][C:29]([O:31][CH2:32]COC)=[O:30])[C:21]=4[CH3:26])[O:16]3)=[CH:11][CH:10]=2)[S:3]1.C1(C)C=CC(S(O)(=O)=O)=CC=1.C1C=CC=CC=1>O1CCOCC1>[O:1]=[C:2]1[NH:6][C:5](=[O:7])[CH:4]([CH2:8][C:9]2[CH:10]=[CH:11][C:12]([O:13][CH2:14][C:15]3([CH3:38])[CH:24]=[CH:23][C:22]4[C:17](=[C:18]([CH3:37])[C:19]([CH3:36])=[C:20]([O:27][CH2:28][C:29]([O:31][CH3:32])=[O:30])[C:21]=4[CH3:26])[O:16]3)=[CH:39][CH:40]=2)[S:3]1. Procedure: A mixture of 970 mg of 2-methoxyethyl α-{2-[4-(2,4-dioxothiazolidin-5-ylmethyl)phenoxymethyl]4-hydroxy-2,5,7,8-tetramethylchroman-6-yloxy}acetate (prepared as described in Example 37), 50 mg of p-toluenesulfonic acid, 10 ml of benzene and 1 ml of dioxane was heated under reflux in a nitrogen stream for 60 minutes. The reaction mixture was then washed with a 5% w/v aqueous solution of sodium bicarbonate and then with water, and dried over anhydrous sodium sulfate. The solvent was distilled off un... The reactants are S(=O)(=O)([O-])[O-].[Na+].[Na+] (sodium sulfate), CN1C=CC2=CC=C(C=C12)N1C(CCC1=O)=O (1-(1-Methyl-1H-indol-6-yl)-pyrrolidine-2,5-dione), [H-].[Al+3].[Li+].[H-].[H-].[H-] (lithium aluminum hydride). Run in O1CCCC1 (tetrahydrofuran), O1CCCC1 (tetrahydrofuran). Product: crude product, N1(CCCC1)C1=CC=C2C=CNC2=C1 (6-pyrrolidin-1-yl-1H-indole). As a reaction SMILES: C[N:2]1[C:10]2[C:5](=[CH:6][CH:7]=[C:8]([N:11]3[C:15](=O)[CH2:14][CH2:13][C:12]3=O)[CH:9]=2)[CH:4]=[CH:3]1.[H-].[Al+3].[Li+].[H-].[H-].[H-].S([O-])([O-])(=O)=O.[Na+].[Na+]>O1CCCC1>[N:11]1([C:8]2[CH:9]=[C:10]3[C:5]([CH:4]=[CH:3][NH:2]3)=[CH:6][CH:7]=2)[CH2:15][CH2:14][CH2:13][CH2:12]1 |f:1.2.3.4.5.6,7.8.9|. Procedure details: 1-(1-Methyl-1H-indol-6-yl)-pyrrolidine-2,5-dione (3.8 g, 17.7 mmol) in tetrahydrofuran (75 ml) was treated with lithium aluminum hydride in tetrahydrofuran (88 ml, 1.0 M, 88 mmol) for 2 hours at room temperature. The mixture was cooled and treated with aqueous sodium sulfate. The mixture was extracted with ether and the organic layer was concentrated. Chromatography of the crude product over silica gel with 70% hexane/ethyl acetate gave 6-pyrrolidin-1-yl-1H-indole as a white solid. Starting materials: C(C)OC(CCCOC1=C(C(=C(C=C1)C(C)=O)OCCCCOCCCCOC1=C(C(=C(C=C1)C(C)=O)O)CCC)CCC)=O (4-[4-acetyl-3-[4-[4-(4-acetyl-3-hydroxy-2-propylphenoxy)butoxy]butoxy]-2-propylphenoxy]butanoic acid ethyl ester), C1(=CC=CC=C1)C (toluene), C(C)(=O)OCC (ethyl acetate). Solvent: [OH-].[Na+] (sodium hydroxide), CO (methanol). Product: C(C)(=O)C1=C(C(=C(OCCCC(=O)O)C=C1)CCC)OCCCCOCCCCOC1=C(C(=C(C=C1)C(C)=O)O)CCC (4-[4-acetyl-3-[4-[4-(4-acetyl-3-hydroxy-2-propylphenoxy)butoxy]butoxy]-2-propylphenoxy]butanoic acid). Yield: 89.6%. RXN SMILES: C([O:3][C:4](=[O:45])[CH2:5][CH2:6][CH2:7][O:8][C:9]1[CH:14]=[CH:13][C:12]([C:15](=[O:17])[CH3:16])=[C:11]([O:18][CH2:19][CH2:20][CH2:21][CH2:22][O:23][CH2:24][CH2:25][CH2:26][CH2:27][O:28][C:29]2[CH:34]=[CH:33][C:32]([C:35](=[O:37])[CH3:36])=[C:31]([OH:38])[C:30]=2[CH2:39][CH2:40][CH3:41])[C:10]=1[CH2:42][CH2:43][CH3:44])C.C1(C)C=CC=CC=1.C(OCC)(=O)C>[OH-].[Na+].CO>[C:15]([C:12]1[CH:13]=[CH:14][C:9]([O:8][CH2:7][CH2:6][CH2:5][C:4]([OH:45])=[O:3])=[C:10]([CH2:42][CH2:43][CH3:44])[C:11]=1[O:18][CH2:19][CH2:20][CH2:21][CH2:22][O:23][CH2:24][CH2:25][CH2:26][CH2:27][O:28][C:29]1[CH:34]=[CH:33][C:32]([C:35](=[O:37])[CH3:36])=[C:31]([OH:38])[C:30]=1[CH2:39][CH2:40][CH3:41])(=[O:17])[CH3:16] |f:3.4|. Procedure details: A solution of 2.71 g of 4-[4-acetyl-3-[4-[4-(4-acetyl-3-hydroxy-2-propylphenoxy)butoxy]butoxy]-2-propylphenoxy]butanoic acid ethyl ester in 20 ml of 1.0N sodium hydroxide and 90 ml of methanol was stirred at reflux for 6.5 hours. The methanol was removed in vacuo and the residue was acidified. The product was extracted with ether and the dried (magnesium sulfate) extract was concentrated in vacuo to an oil. Chromatography on 150 g of silica gel and elution with a solvent mixture of 5% acetic aci... Starting materials: CCCCC1CCN(CCCN2C(=O)C(=O)c3ccccc32)CC1, CC(=O)O, [O-][Cl+3]([O-])([O-])O. Product: CCCCC1CCN(CCCN2C(=O)Cc3ccccc32)CC1. As a reaction SMILES: [CH2:1]([CH2:2][CH2:3][CH3:4])[CH:5]1[CH2:6][CH2:7][N:8]([CH2:11][CH2:12][CH2:13][N:14]2[C:15](=[O:24])[C:16](=[O:23])[c:17]3[cH:18][cH:19][cH:20][cH:21][c:22]32)[CH2:9][CH2:10]1.[CH3:30][C:31](=[O:32])[OH:33].[Cl+3:25]([OH:26])([O-:27])([O-:28])[O-:29]>>[CH2:1]([CH2:2][CH2:3][CH3:4])[CH:5]1[CH2:6][CH2:7][N:8]([CH2:11][CH2:12][CH2:13][N:14]2[C:15](=[O:24])[CH2:16][c:17]3[cH:18][cH:19][cH:20][cH:21][c:22]32)[CH2:9][CH2:10]1. Starting materials: Cl (hydrochloric acid), Cl.CNC1=C(C=CC=C1)N (N-methyl-o-phenylenediamine hydrochloride), C(=S)=S (carbon disulfide), [OH-].[Na+] (sodium hydroxide). Solvent: O (water), C(C)O (ethanol). Product: SC1=NC2=C(N1C)C=CC=C2 (2-mercapto-1-methylbenzimidazole). Isolated yield 49.5%. Reaction SMILES: Cl.[CH3:2][NH:3][C:4]1[CH:9]=[CH:8][CH:7]=[CH:6][C:5]=1[NH2:10].[C:11](=[S:13])=S.[OH-].[Na+].Cl>C(O)C.O>[SH:13][C:11]1[N:3]([CH3:2])[C:4]2[CH:9]=[CH:8][CH:7]=[CH:6][C:5]=2[N:10]=1 |f:0.1,3.4|. Procedure details: 11.7 g of N-methyl-o-phenylenediamine hydrochloride, 9.1 g of carbon disulfide and an aqueous solution containing 7.2 g of sodium hydroxide and 20 ml of water were added to 150 ml of ethanol and the mixture was heated and refluxed for 4 hours. After cooling, a 3 N hydrochloric acid aqueous solution was added to the reaction mixture to make the reaction solution slightly acidic and, thereby, crystals were precipitated. After filtration, the crystals were recrystallized from a mixture of water and...